This data is from the Open Reaction Database (ORD), a public repository of structured organic reaction records. The task is: describe an organic reaction: reactants, conditions, products, and yield Procedure details: To a cooled mixture of 3-bromo-1,2,4-thiadiazolo[4,5-a]benzimidazole (15.44 g, 0.0603 mole) in 100 mL dichloromethane, dimethylamine (40% solution in water) (5.44 g, 0.121 mole) was added dropwise. The reaction mixture was allowed to stir for 16 h at room temperature. It was then diluted with dichloromethane, washed with water, dried with sodium sulfate and evaporated under vacuum to give 10.47 g (80%) of 3-(dimethylamino)-1,2,4-thiadiazolo[4,5-a]benzimidazole as colourless crystals: mp 102°-104... Run in ClCCl (dichloromethane), ClCCl (dichloromethane). Starting materials: BrC1=NSC2=NC3=C(N21)C=CC=C3 (3-bromo-1,2,4-thiadiazolo[4,5-a]benzimidazole), CNC (dimethylamine). As a reaction SMILES: Br[C:2]1[N:9]2[C:5](=[N:6][C:7]3[CH:13]=[CH:12][CH:11]=[CH:10][C:8]=32)[S:4][N:3]=1.[CH3:14][NH:15][CH3:16]>ClCCl>[CH3:14][N:15]([CH3:16])[C:2]1[N:9]2[C:5](=[N:6][C:7]3[CH:13]=[CH:12][CH:11]=[CH:10][C:8]=32)[S:4][N:3]=1. Product: CN(C1=NSC2=NC3=C(N21)C=CC=C3)C (3-(dimethylamino)-1,2,4-thiadiazolo[4,5-a]benzimidazole). Run at time 16 hour. The yield is 79.5%.